Dataset: the Open Reaction Database (ORD), a public repository of structured organic reaction records. Task: describe an organic reaction: reactants, conditions, products, and yield The reactants are [Al+3], [Al+3], CCOCC, [Cl-], [Cl-], [Cl-], [H-], [H-], [H-], [H-], [Li+], [Na+], c1ccc(-c2cccc3c2CC2OC32)cc1, [OH-], O. Yields the product OC1Cc2cccc(-c3ccccc3)c2C1. Reaction SMILES: [Al+3:2].[Al+3:6].[CH3:29][CH2:30][O:31][CH2:32][CH3:33].[Cl-:1].[Cl-:3].[Cl-:4].[H-:10].[H-:5].[H-:8].[H-:9].[Li+:7].[Na+:28].[O:11]1[CH:12]2[CH:13]1[CH2:14][c:15]1[c:16](-[c:21]3[cH:22][cH:23][cH:24][cH:25][cH:26]3)[cH:17][cH:18][cH:19][c:20]12.[OH-:27].[OH2:34]>>[OH:11][CH:13]1[CH2:12][c:20]2[c:15]([c:16](-[c:21]3[cH:22][cH:23][cH:24][cH:25][cH:26]3)[cH:17][cH:18][cH:19]2)[CH2:14]1.